Task: describe an organic reaction: reactants, conditions, products, and yield. Dataset: the Open Reaction Database (ORD), a public repository of structured organic reaction records Reactants: C(C)(C)(C)OC(=O)N1C=C(C2=CC=CC=C12)CC(=O)N(CC(=O)C1=CN2CCCC3=CC=CC1=C23)C(=O)OC(C)(C)C (3-(2-{tert-butoxycarbonyl-[2-(5,6-dihydro-4H-pyrrolo[3,2,1-ij]quinolin-1-yl)-2-oxo-ethyl]-amino}-2-oxo-ethyl)-indole-1-carboxylic acid tert-butyl ester), C1CCC2=NCCCN2CC1 (DBU). The solvent is CN(C)C=O (DMF). Reaction conditions: temperature 110 celsius, time 2 hour. Product: C(C)(C)(C)OC(=O)N1C=C(C2=CC=CC=C12)C=1C(N(CC1C1=CN2CCCC3=CC=CC1=C23)C(=O)OC(C)(C)C)=O (3-[1-tert-butoxycarbonyl-4-(5,6-dihydro-4H-pyrrolo[3,2,1-ij]quinolin-1-yl)-2-oxo-2,5-dihydro-1H-pyrrol-3-yl]-indole-1-carboxylic acid tert-butyl ester). Yield: 63.5%. Reaction SMILES: [C:1]([O:5][C:6]([N:8]1[C:16]2[C:11](=[CH:12][CH:13]=[CH:14][CH:15]=2)[C:10]([CH2:17][C:18]([N:20]([C:36]([O:38][C:39]([CH3:42])([CH3:41])[CH3:40])=[O:37])[CH2:21][C:22]([C:24]2[C:34]3=[C:35]4[C:30](=[CH:31][CH:32]=[CH:33]3)[CH2:29][CH2:28][CH2:27][N:26]4[CH:25]=2)=O)=[O:19])=[CH:9]1)=[O:7])([CH3:4])([CH3:3])[CH3:2].C1CCN2C(=NCCC2)CC1>CN(C=O)C>[C:1]([O:5][C:6]([N:8]1[C:16]2[C:11](=[CH:12][CH:13]=[CH:14][CH:15]=2)[C:10]([C:17]2[C:18](=[O:19])[N:20]([C:36]([O:38][C:39]([CH3:40])([CH3:41])[CH3:42])=[O:37])[CH2:21][C:22]=2[C:24]2[C:34]3=[C:35]4[C:30](=[CH:31][CH:32]=[CH:33]3)[CH2:29][CH2:28][CH2:27][N:26]4[CH:25]=2)=[CH:9]1)=[O:7])([CH3:3])([CH3:4])[CH3:2]. Procedure: A mixture of 3-(2-{tert-butoxycarbonyl-[2-(5,6-dihydro-4H-pyrrolo[3,2,1-ij]quinolin-1-yl)-2-oxo-ethyl]-amino}-2-oxo-ethyl)-indole-1-carboxylic acid tert-butyl ester (1.04 g, 1.82 mmol) and DBU (0.27 mL, 1.91 mmol) in anhydrous DMF (20 mL) was stirred at 110° C. for 2 h. The mixture was cooled and evaporated. The residue was purified by silica gel column chromatography (eluent: 4/1 then 3/1 hexane/EtOAc) to give 3-[1-tert-butoxycarbonyl-4-(5,6-dihydro-4H-pyrrolo[3,2,1-ij]quinolin-1-yl)-2-oxo-2,5-...